This data is from the Open Reaction Database (ORD), a public repository of structured organic reaction records. The task is: describe an organic reaction: reactants, conditions, products, and yield Procedure details: The compound of example 476 was prepared analogous to the compound of example 404 by hydrolysis of the compound of example 475. Reactants: C(C)(C)(C)C1=CC=C(C(=O)NC=2C=CC(=NC2)C2=CC=C3CN(C(C3=C2)=O)[C@H](C(=O)O)C(C)C)C=C1 ((S)-2-(6-(5-(4-tert-Butylbenzamido)pyridin-2-yl)-1-oxoisoindolin-2-yl)-3-methyl butanoic acid), CC([C@@H](C(=O)OC)N1C(C2=CC(=CC=C2C1)C1=C(C=C(C=C1)NC(C1=CC=C(C=C1)OC(F)(F)F)=O)C)=O)C ((S)-Methyl 3-methyl-2-(6-(2-methyl-4-(4-(trifluoromethoxy)benzamido)phenyl)-1-oxoisoindolin-2-yl)butanoate). Reaction SMILES: C(C1C=CC(C(NC2C=CC(C3C=C4C(CN([C@@H](C(C)C)C(O)=O)C4=O)=CC=3)=NC=2)=O)=CC=1)(C)(C)C.[CH3:37][CH:38]([CH3:75])[C@H:39]([N:44]1[CH2:52][C:51]2[C:46](=[CH:47][C:48]([C:53]3[CH:58]=[CH:57][C:56]([NH:59][C:60](=[O:72])[C:61]4[CH:66]=[CH:65][C:64]([O:67][C:68]([F:71])([F:70])[F:69])=[CH:63][CH:62]=4)=[CH:55][C:54]=3[CH3:73])=[CH:49][CH:50]=2)[C:45]1=[O:74])[C:40]([O:42]C)=[O:41]>>[CH3:37][CH:38]([CH3:75])[C@H:39]([N:44]1[CH2:52][C:51]2[C:46](=[CH:47][C:48]([C:53]3[CH:58]=[CH:57][C:56]([NH:59][C:60](=[O:72])[C:61]4[CH:66]=[CH:65][C:64]([O:67][C:68]([F:71])([F:69])[F:70])=[CH:63][CH:62]=4)=[CH:55][C:54]=3[CH3:73])=[CH:49][CH:50]=2)[C:45]1=[O:74])[C:40]([OH:42])=[O:41]. The product is CC([C@@H](C(=O)O)N1C(C2=CC(=CC=C2C1)C1=C(C=C(C=C1)NC(C1=CC=C(C=C1)OC(F)(F)F)=O)C)=O)C ((S)-3-Methyl-2-(6-(2-methyl-4-(4-(trifluoromethoxy)benzamido)phenyl)-1-oxoisoindolin-2-yl)butanoic acid). Yield: 78.0%. The reactants are CC(Br)Br, Fc1ccccc1Cn1cccc1Br, O=C1CCN(Cc2ccccc2)CC1, [Cl-], [Mg], [NH4+], C1CCOC1. Product: OC1(c2cccn2Cc2ccccc2F)CCN(Cc2ccccc2)CC1. Reaction SMILES: [Br:16][CH:17]([Br:18])[CH3:19].[Br:2][c:3]1[n:4]([CH2:8][c:9]2[c:10]([F:15])[cH:11][cH:12][cH:13][cH:14]2)[cH:5][cH:6][cH:7]1.[CH2:20]([c:21]1[cH:22][cH:23][cH:24][cH:25][cH:26]1)[N:27]1[CH2:28][CH2:29][C:30](=[O:33])[CH2:31][CH2:32]1.[Cl-:34].[Mg:1].[NH4+:35].[O:36]1[CH2:37][CH2:38][CH2:39][CH2:40]1>>[c:3]1([C:30]2([OH:33])[CH2:29][CH2:28][N:27]([CH2:20][c:21]3[cH:22][cH:23][cH:24][cH:25][cH:26]3)[CH2:32][CH2:31]2)[n:4]([CH2:8][c:9]2[c:10]([F:15])[cH:11][cH:12][cH:13][cH:14]2)[cH:5][cH:6][cH:7]1.